Task: describe an organic reaction: reactants, conditions, products, and yield. Dataset: the Open Reaction Database (ORD), a public repository of structured organic reaction records The reactants are C1(=CC=CC=C1)C1=C(C1=O)C1=CC=CC=C1 (Diphenylcyclopropenone), C(#N)C=1C=NC=CC1C#N (3,4-dicyanopyridine), 130C. Solvent: Petroleum ether, ClC1=CC=CC=C1 (Chlorobenzene). Conditions: time 2 hour. The product is OC=1C(=C(N2C=C(C(=CC12)C#N)C#N)C1=CC=CC=C1)C1=CC=CC=C1 (1-Hydroxy-2,3-diphenyl-6,7-dicyanoindolizine). Reaction SMILES: [C:1]1([C:7]2[C:9](=[O:10])[C:8]=2[C:11]2[CH:16]=[CH:15][CH:14]=[CH:13][CH:12]=2)[CH:6]=[CH:5][CH:4]=[CH:3][CH:2]=1.[C:17]([C:19]1[CH:20]=[N:21][CH:22]=[CH:23][C:24]=1[C:25]#[N:26])#[N:18]>ClC1C=CC=CC=1>[OH:10][C:9]1[C:7]([C:1]2[CH:2]=[CH:3][CH:4]=[CH:5][CH:6]=2)=[C:8]([C:11]2[CH:12]=[CH:13][CH:14]=[CH:15][CH:16]=2)[N:21]2[C:22]=1[CH:23]=[C:24]([C:25]#[N:26])[C:19]([C:17]#[N:18])=[CH:20]2. Reported procedure: Diphenylcyclopropenone (0.319 g, 1.55 mmol) and 3,4-dicyanopyridine (0.200 g, 1.55 mmol) were mixed in a dry, argon filled reaction flask. Chlorobenzene (2.5 mL) (oxygen free) was added, and the reaction was heated to 130C. After 2 h the heating was stopped and the reaction was allowed to reach room temperature. Petroleum ether 40-60C (2.5 mL) was added in order to obtain a complete precipitate of the product. The solvent was filtered off and the precipitate was washed with petroleum ether. The ... Reactants: Cl.O[C@@H]1CC[C@H](CC1)N1C(C2(CC1)CNCCC2)=O (2-(trans-4-hydroxycyclohexyl)-2,7-diazaspiro[4.5]decan-1-one hydrochloride), ClC(=O)OC1=CC=C(C=C1)[N+](=O)[O-] (p-nitrophenyl chloroformate), C(C)(C)N(C(C)C)CC (N,N-diisopropylethylamine), C(Cl)Cl (methylene chloride). Reaction conditions: time 16 hour. Product: O[C@@H]1CC[C@H](CC1)N1C(C2(CC1)CN(CCC2)C(=O)OC2=CC=C(C=C2)[N+](=O)[O-])=O (4-nitrophenyl 2-(trans-4-hydroxycyclohexyl)-1-oxo-2,7-diazaspiro[4.5]decane-7-carboxylate). The yield is 28.7%. As a reaction SMILES: Cl.[OH:2][C@H:3]1[CH2:8][CH2:7][C@H:6]([N:9]2[CH2:13][CH2:12][C:11]3([CH2:18][CH2:17][CH2:16][NH:15][CH2:14]3)[C:10]2=[O:19])[CH2:5][CH2:4]1.Cl[C:21]([O:23][C:24]1[CH:29]=[CH:28][C:27]([N+:30]([O-:32])=[O:31])=[CH:26][CH:25]=1)=[O:22].C(N(CC)C(C)C)(C)C.C(Cl)Cl>>[OH:2][C@H:3]1[CH2:8][CH2:7][C@H:6]([N:9]2[CH2:13][CH2:12][C:11]3([CH2:18][CH2:17][CH2:16][N:15]([C:21]([O:23][C:24]4[CH:25]=[CH:26][C:27]([N+:30]([O-:32])=[O:31])=[CH:28][CH:29]=4)=[O:22])[CH2:14]3)[C:10]2=[O:19])[CH2:5][CH2:4]1 |f:0.1|. Reported procedure: A mixture of 2-(trans-4-hydroxycyclohexyl)-2,7-diazaspiro[4.5]decan-1-one hydrochloride (0.30 g, 0.0010 mol), p-nitrophenyl chloroformate (0.25 g, 0.0012 mol), and N,N-diisopropylethylamine (540 μL, 0.0031 mol) in methylene chloride (4 mL, 0.06 mol) was stirred at rt for 16 h. The crude reaction mixture was purified by flash column chromatography to afford 120 mg of the desired product. Starting materials: BrC1=C(SC=C1)S(=O)(=O)Cl (3-bromothiophene-2-sulfonyl chloride), [H-].[Na+] (sodium hydride), CC(C(=O)ONC(=O)OC(C)(C)C)(C)C ([(tert-Butoxy)carbonyl]amino 2,2-dimethylpropanoate). The product is CC(C(=O)ON(S(=O)(=O)C=1SC=CC1Br)C(=O)OC(C)(C)C)(C)C (N-[(tert-butoxy)carbonyl]3-bromothiophene-2-sulfonamido 2,2-dimethylpropanoate). RXN SMILES: [Br:1][C:2]1[CH:6]=[CH:5][S:4][C:3]=1[S:7](Cl)(=[O:9])=[O:8].[H-].[Na+].[CH3:13][C:14]([CH3:27])([CH3:26])[C:15]([O:17][NH:18][C:19]([O:21][C:22]([CH3:25])([CH3:24])[CH3:23])=[O:20])=[O:16]>>[CH3:13][C:14]([CH3:27])([CH3:26])[C:15]([O:17][N:18]([C:19]([O:21][C:22]([CH3:25])([CH3:24])[CH3:23])=[O:20])[S:7]([C:3]1[S:4][CH:5]=[CH:6][C:2]=1[Br:1])(=[O:9])=[O:8])=[O:16] |f:1.2|. Reported procedure: N-[(tert-Butoxy)carbonyl]3-bromothiophene-2-sulfonamido 2,2-dimethylpropanoate (58) is synthesised from 3-bromothiophene-2-sulfonyl chloride (synthesised according to the method detailed in Bioorganic and Medicinal Chemistry Letters 1996, 6, 2651-2656), sodium hydride and [(tert-Butoxy)carbonyl]amino 2,2-dimethylpropanoate according to Scheme 2. (0.2 g, 12%), 1H NMR (500 MHz, DMSO-d6) δ ppm 8.25 (1H, d, 5.2 Hz), 7.44 (1H, d, 5.2 Hz), 1.39 (9H, s), 1.29 (9H, s).